This data is from the Open Reaction Database (ORD), a public repository of structured organic reaction records. The task is: describe an organic reaction: reactants, conditions, products, and yield Reactants: C(=O)([O-])[O-].[K+].[K+] (K2CO3), TEA, ClCC(=O)Cl (chloroacetyl chloride), FC(C1=CC=C(CNC(C2=C(C(=CC=C2)O)N)=O)C=C1)(F)F (N-(4-(trifluoromethyl)benzyl)-2-amino-3-hydroxybenzamide). Run in CN(C)C=O (DMF). Run at time 2 hour. Yields the product FC(C1=CC=C(CNC(=O)C2=CC=CC=3OCC(NC32)=O)C=C1)(F)F (N-(4-(trifluoromethyl)benzyl)-3,4-dihydro-3-oxo-2H-benzo[b][1,4]oxazine-5-carboxamide). Yield: 44.0%. As a reaction SMILES: [F:1][C:2]([F:22])([F:21])[C:3]1[CH:20]=[CH:19][C:6]([CH2:7][NH:8][C:9](=[O:18])[C:10]2[CH:15]=[CH:14][CH:13]=[C:12]([OH:16])[C:11]=2[NH2:17])=[CH:5][CH:4]=1.Cl[CH2:24][C:25](Cl)=[O:26].C([O-])([O-])=O.[K+].[K+]>CN(C=O)C>[F:1][C:2]([F:21])([F:22])[C:3]1[CH:20]=[CH:19][C:6]([CH2:7][NH:8][C:9]([C:10]2[C:11]3[NH:17][C:25](=[O:26])[CH2:24][O:16][C:12]=3[CH:13]=[CH:14][CH:15]=2)=[O:18])=[CH:5][CH:4]=1 |f:2.3.4|. Procedure details: N-(4-(trifluoromethyl)benzyl)-2-amino-3-hydroxybenzamide 22a (1 g, 3.2 mmol) was dissolved in 20 ml of DMF and at 0° C. TEA (0.9 ml, 2 equiv.) and chloroacetyl chloride (0.3 ml, 1.2 equiv.) were added. The mixture was stirred at rt for 2 hours. K2CO3 (885 mg, 2 equiv.) was added and the reaction was stirred at rt for 20 hours. The solvent was evaporated and the crude was dissolved in AcOEt (30 ml) and washed with water (1×20 ml) and brine. The organic phase was dried over sodium sulfate and conc... Reactants: C1CCOC1, CN(C)C(=O)Cl, [KH], O=C1c2cccn2-c2ncccc2OC1c1ccc2ccccc2c1. The product is CN(C)C(=O)OC1=C(c2ccc3ccccc3c2)Oc2cccnc2-n2cccc21. RXN SMILES: [CH2:33]1[O:34][CH2:35][CH2:36][CH2:37]1.[CH3:27][N:28]([C:29](=[O:30])[Cl:31])[CH3:32].[KH:1].[cH:2]1[c:3]([CH:12]2[C:13](=[O:26])[c:14]3[n:15]([cH:23][cH:24][cH:25]3)-[c:16]3[c:17]([cH:19][cH:20][cH:21][n:22]3)[O:18]2)[cH:4][cH:5][c:6]2[cH:7][cH:8][cH:9][cH:10][c:11]12>>[cH:2]1[c:3]([C:12]2=[C:13]([O:26][C:29]([N:28]([CH3:27])[CH3:32])=[O:30])[c:14]3[n:15]([cH:23][cH:24][cH:25]3)-[c:16]3[c:17]([cH:19][cH:20][cH:21][n:22]3)[O:18]2)[cH:4][cH:5][c:6]2[cH:7][cH:8][cH:9][cH:10][c:11]12. Starting materials: CI (methyl iodide), COC1=CC=C2C(C(CSC2=C1)C1=CC=C(C=C1)OC)=O (7-methoxy-3-(4-methoxyphenyl)thiochroman-4-one), O1CCCC1 (tetrahydrofuran), C(C)(C)[N-]C(C)C.[Li+] (lithium diisopropylamide). The solvent is O (water). Run at time 45 minute. Product: COC1=CC=C2C(C(CSC2=C1)(C)C1=CC=C(C=C1)OC)=O (7-methoxy-3-(4-methoxyphenyl)-3-methylthiochroman-4-one). The yield is 72.0%. As a reaction SMILES: [CH3:1][O:2][C:3]1[CH:12]=[C:11]2[C:6]([C:7](=[O:21])[CH:8]([C:13]3[CH:18]=[CH:17][C:16]([O:19][CH3:20])=[CH:15][CH:14]=3)[CH2:9][S:10]2)=[CH:5][CH:4]=1.O1CCC[CH2:23]1.C([N-]C(C)C)(C)C.[Li+].CI>O>[CH3:1][O:2][C:3]1[CH:12]=[C:11]2[C:6]([C:7](=[O:21])[C:8]([C:13]3[CH:18]=[CH:17][C:16]([O:19][CH3:20])=[CH:15][CH:14]=3)([CH3:23])[CH2:9][S:10]2)=[CH:5][CH:4]=1 |f:2.3|. Procedure: To 7-methoxy-3-(4-methoxyphenyl)thiochroman-4-one (725 mg, 2.41 mmol) obtained in Example 25 was added dry tetrahydrofuran (30 ml). Then lithium diisopropylamide (2.41 ml, 4.83 mmol, 2.0 mol hexane/tetrahydrofuran solution) was added dropwise thereto at -78° C. The reaction mixture was stirred for 45 minutes and methyl iodide (7.5 ml, 120.6 mmol) was added thereto. The reaction solution was stirred for one hour at -78° C. and for 24 hours at -10° C. and, after adding water, extracted with ethyl ... Reactants: CCOC(=O)CC(=O)OCC, CC(C)=CCBr, CN(C)C=O, CCCCC, [H-], [Na+], C1CCOC1. The product is CCOC(=O)C(CC=C(C)C)C(=O)OCC. RXN SMILES: [C:8]([CH2:9][C:10](=[O:11])[O:12][CH2:13][CH3:14])(=[O:15])[O:16][CH2:17][CH3:18].[CH2:19]([CH:20]=[C:21]([CH3:22])[CH3:23])[Br:24].[CH3:30][N:31]([CH3:32])[CH:33]=[O:34].[CH3:3][CH2:4][CH2:5][CH2:6][CH3:7].[H-:1].[Na+:2].[O:25]1[CH2:26][CH2:27][CH2:28][CH2:29]1>>[C:8]([CH:9]([C:10](=[O:11])[O:12][CH2:13][CH3:14])[CH2:19][CH:20]=[C:21]([CH3:22])[CH3:23])(=[O:15])[O:16][CH2:17][CH3:18]. Product: CC(C)(C)OC(=O)N1CC2CC(CC(C(=O)O)C2)C1. RXN SMILES: [C:1]([CH3:2])([CH3:3])([CH3:4])[O:5][C:6](=[O:7])[N:8]1[CH2:9][CH:10]2[CH2:11][CH:12]([C:17](=[O:18])[O:19][CH3:20])[CH2:13][CH:14]([CH2:15]1)[CH2:16]2.[CH2:24]1[O:25][CH2:26][CH2:27][CH2:28]1.[CH3:30][OH:31].[Li+:23].[OH-:22].[OH2:21].[OH2:29]>>[C:1]([CH3:2])([CH3:3])([CH3:4])[O:5][C:6](=[O:7])[N:8]1[CH2:9][CH:10]2[CH2:11][CH:12]([C:17](=[O:18])[OH:19])[CH2:13][CH:14]([CH2:15]1)[CH2:16]2. Reactants: COC(=O)C1CC2CC(C1)CN(C(=O)OC(C)(C)C)C2, C1CCOC1, CO, [Li+], [OH-], O, O. The reactants are CC1(N(C2=CC=CCC2CC1)C(C(F)(F)F)=O)C(=O)OC (2-methyl-N-trifluoroacetyl-2-methoxycarbonyltetrahydroquinoline), C(C)OCC (diethyl ether), [H-].[Al+3].[Li+].[H-].[H-].[H-] (lithium aluminum hydride), [OH-].[Na+] (sodium hydroxide). Run in C1CCOC1 (THF), C1CCOC1 (THF), C1CCOC1 (THF). Run at temperature 60 celsius, time 30 minute. The product is OCC1(NC2=CC=CCC2CC1)C (2-hydroxymethyl-2-methyltetrahydroquinoline). The yield is 94.0%. As a reaction SMILES: [H-].[Al+3].[Li+].[H-].[H-].[H-].[CH3:7][C:8]1([C:24](OC)=[O:25])[CH2:17][CH2:16][CH:15]2[C:10](=[CH:11][CH:12]=[CH:13][CH2:14]2)[N:9]1C(=O)C(F)(F)F.[OH-].[Na+].C(OCC)C>C1COCC1>[OH:25][CH2:24][C:8]1([CH3:7])[CH2:17][CH2:16][CH:15]2[C:10](=[CH:11][CH:12]=[CH:13][CH2:14]2)[NH:9]1 |f:0.1.2.3.4.5,7.8|. Procedure details: To a suspension of lithium aluminum hydride (1.12 g, 29.5 mmol) in THF (10 mL) was added dropwise 2-methyl-N-trifluoroacetyl-2-methoxycarbonyltetrahydroquinoline (8.88 g, 29.5 mmol) in THF (90 mL) over 25 min, while the reaction temperature was maintained at 40°~45° C. The mixture was heated at 60° C. for 1 h and the excess reagent was decomposed by slow addition of aqueous THF at 0° C. Aqueous sodium hydroxide was added and stirred for 30 min followed by addition of diethyl ether. The organic l... Starting materials: CC1=C2C(=C(C=C1)C(C)C)OC(=O)C3=C(C=CC(=C3OC(=O)C4=C(C=CC(=C4OC2=O)C(C)C)C)C(C)C)C (Tri-o-thymotide), CBr (Methyl bromide). Solvent: CC(C)(CC(C)C)C (2,2,4-trimethylpentane). Conditions: time 2 hour. The product is CC1=C2C(=C(C=C1)C(C)C)OC(=O)C3=C(C=CC(=C3OC(=O)C4=C(C=CC(=C4OC2=O)C(C)C)C)C(C)C)C.CBr (Tri-o-thymotide methyl bromide). RXN SMILES: [CH3:1][C:2]1[CH:7]=[CH:6][C:5]([CH:8]([CH3:10])[CH3:9])=[C:4]2[O:11][C:12]([C:14]3[C:19]([O:20][C:21]([C:23]4[C:28]([O:29][C:30](=[O:31])[C:3]=12)=[C:27]([CH:32]([CH3:34])[CH3:33])[CH:26]=[CH:25][C:24]=4[CH3:35])=[O:22])=[C:18]([CH:36]([CH3:38])[CH3:37])[CH:17]=[CH:16][C:15]=3[CH3:39])=[O:13].[CH3:40][Br:41]>CC(C)(CC(C)C)C>[CH3:39][C:15]1[CH:16]=[CH:17][C:18]([CH:36]([CH3:38])[CH3:37])=[C:19]2[O:20][C:21]([C:23]3[C:28]([O:29][C:30]([C:3]4[C:4]([O:11][C:12](=[O:13])[C:14]=12)=[C:5]([CH:8]([CH3:9])[CH3:10])[CH:6]=[CH:7][C:2]=4[CH3:1])=[O:31])=[C:27]([CH:32]([CH3:34])[CH3:33])[CH:26]=[CH:25][C:24]=3[CH3:35])=[O:22].[CH3:40][Br:41] |f:3.4|. Procedure: Tri-o-thymotide (25 g) was dissolved in 2,2,4-trimethylpentane (50 ml) at 100° C. and the hot solution was introduced into the high pressure autoclave. Methyl bromide was added to the autoclave until a pressure of 200 bar was reached. The high pressure autoclave was then kept for 2 hours at 110° C. and the solution was then cooled down to room temperature within 5 days. The crystals were filtered off and washed 3 times with cold 2,2,4-trimethylpentane. The crystals were then dried in the drying ...